Dataset: the Open Reaction Database (ORD), a public repository of structured organic reaction records. Task: describe an organic reaction: reactants, conditions, products, and yield Reactants: Cl (HCl), C(C)(=O)OC1=C(C=C(C=C)C=C1Br)Br (4-acetoxy-3,5-dibromostyrene), O (water), O.NN (hydrazine hydrate). Run in C1CCOC1 (THF), CO (methanol). The product is BrC=1C=C(C=C)C=C(C1O)Br (3,5-Dibromo-4-hydroxystyrene). As a reaction SMILES: C([O:4][C:5]1[C:12]([Br:13])=[CH:11][C:8]([CH:9]=[CH2:10])=[CH:7][C:6]=1[Br:14])(=O)C.O.NN.O.Cl>C1COCC1.CO>[Br:13][C:12]1[CH:11]=[C:8]([CH:7]=[C:6]([Br:14])[C:5]=1[OH:4])[CH:9]=[CH2:10] |f:1.2|. Procedure: 10 g of 4-acetoxy-3,5-dibromostyrene are dissolved in 50 ml THF and 25 ml methanol, 12 g hydrazine hydrate (80% aqueous solution) is added, and the cloudy mixture is then converted into a clear solution by adding 3 ml of water. After 40 minutes it is acidified with a semi-concentrated HCl to pH 2 and extracted twice with ether, the ether phase is washed twice with water and dried over sodium sulfate, and the ether is removed with a rotary evaporator at room temperature under aspirator vacuum. 8.... Reactants: O (Water), C(C)(=O)OCC1=C(OC(C(=O)OC)=COC)C=CC(=C1)Cl (methyl 2-(2-acetyloxymethyl-4-chlorophenoxy)-3-methoxyacrylate), C([O-])([O-])=O.[Na+].[Na+] (Sodium carbonate), O (water), C(C)(=O)OCC (ethyl acetate). The solvent is CO (methanol). The product is OCC1=C(OC(C(=O)OC)=COC)C=CC(=C1)Cl (methyl 2-(2-hydroxymethyl-4-chlorophenoxy)-3-methoxyacrylate). The yield is 84.5%. Reaction SMILES: O.C([O:5][CH2:6][C:7]1[CH:21]=[C:20]([Cl:22])[CH:19]=[CH:18][C:8]=1[O:9][C:10](=[CH:15][O:16][CH3:17])[C:11]([O:13][CH3:14])=[O:12])(=O)C.C(=O)([O-])[O-].[Na+].[Na+].C(OCC)(=O)C>CO>[OH:5][CH2:6][C:7]1[CH:21]=[C:20]([Cl:22])[CH:19]=[CH:18][C:8]=1[O:9][C:10](=[CH:15][O:16][CH3:17])[C:11]([O:13][CH3:14])=[O:12] |f:2.3.4|. Reported procedure: Water was added to a solution of 1.42 g of methyl 2-(2-acetyloxymethyl-4-chlorophenoxy)-3-methoxyacrylate in methanol, and stirred at room temperature. Sodium carbonate (0.53 g) was added. After a further 0.5 hour water and ethyl acetate were added. The organic phase was dried with anhydrous sodium sulfate, evaporated and the residue purified by silica gel column chromatography to give methyl 2-(2-hydroxymethyl-4-chlorophenoxy)-3-methoxyacrylate (1.04 g).